This data is from the Open Reaction Database (ORD), a public repository of structured organic reaction records. The task is: describe an organic reaction: reactants, conditions, products, and yield The reactants are CC(C)(C)OC(=O)N1CCC(C(=O)C=C2CCC2)C1, CCOC(C)=O, [H][H]. Yields the product CC(C)(C)OC(=O)N1CCC(C(=O)CC2CCC2)C1. As a reaction SMILES: [C:1]([CH3:2])([CH3:3])([CH3:4])[O:5][C:6](=[O:7])[N:8]1[CH2:9][CH:10]([C:13]([CH:14]=[C:15]2[CH2:16][CH2:17][CH2:18]2)=[O:19])[CH2:11][CH2:12]1.[CH3:22][CH2:23][O:24][C:25](=[O:26])[CH3:27].[H:20][H:21]>>[C:1]([CH3:2])([CH3:3])([CH3:4])[O:5][C:6](=[O:7])[N:8]1[CH2:9][CH:10]([C:13]([CH2:14][CH:15]2[CH2:16][CH2:17][CH2:18]2)=[O:19])[CH2:11][CH2:12]1. Starting materials: C(C)C(CC)OC1=C(C(=NC(=C1)C)OC1=C(C=C(C=C1C)O)C)C (4-[4-(1-ethyl-propoxy)-3,6-dimethyl-pyridin-2-yloxy]-3,5-dimethyl-phenol), [H-].[Na+] (sodium hydride), CI (methyl iodide). Solvent: C1CCOC1 (THF). Run at time 5 minute. Yields the product C(C)C(CC)OC1=C(C(=NC(=C1)C)OC1=C(C=C(C=C1C)OC)C)C (4-(1-Ethyl-propoxy)-2-(4-methoxy-2,6-dimethyl-phenoxy)-3,6-dimethyl-pyridine). As a reaction SMILES: [CH2:1]([CH:3]([O:6][C:7]1[CH:12]=[C:11]([CH3:13])[N:10]=[C:9]([O:14][C:15]2[C:20]([CH3:21])=[CH:19][C:18]([OH:22])=[CH:17][C:16]=2[CH3:23])[C:8]=1[CH3:24])[CH2:4][CH3:5])[CH3:2].[H-].[Na+].[CH3:27]I>C1COCC1>[CH2:1]([CH:3]([O:6][C:7]1[CH:12]=[C:11]([CH3:13])[N:10]=[C:9]([O:14][C:15]2[C:20]([CH3:21])=[CH:19][C:18]([O:22][CH3:27])=[CH:17][C:16]=2[CH3:23])[C:8]=1[CH3:24])[CH2:4][CH3:5])[CH3:2] |f:1.2|. Reported procedure: To a solution of 4-[4-(1-ethyl-propoxy)-3,6-dimethyl-pyridin-2-yloxy]-3,5-dimethyl-phenol (40 mg, 0.12 mmol) in 3 ml of dry THF was added 10 mg of 60% sodium hydride in oil at room temperature. After stirring for 5 min, 0.3 ml of methyl iodide was added and the resulting mixture was stirred at room temperature overnight. The mixture was quenched with water and extracted with ethyl acetate. The organic layer was dried and concentrated to give a yellow solid. The solid was purified through silica ... Starting materials: FC(F)(F)c1ncccc1CCl, ClCc1ncccn1, Cl, O=C1Nc2ccccc2C12COc1cc3c(cc12)OCCO3, O=C1Nc2ccccc2C12COc1cc3c(cc12)OCCO3. Yields the product O=C1N(Cc2ncccn2)c2ccccc2C12COc1cc3c(cc12)OCCO3. As a reaction SMILES: [Cl:10][CH2:11][c:12]1[c:13]([C:14]([F:15])([F:16])[F:17])[n:18][cH:19][cH:20][cH:21]1.[Cl:2][CH2:3][c:4]1[n:5][cH:6][cH:7][cH:8][n:9]1.[ClH:1].[NH:22]1[C:23](=[O:43])[C:24]2([CH2:25][O:26][c:27]3[cH:28][c:29]4[c:30]([cH:35][c:36]32)[O:31][CH2:32][CH2:33][O:34]4)[c:37]2[cH:38][cH:39][cH:40][cH:41][c:42]21.[NH:44]1[c:45]2[c:46]([cH:47][cH:48][cH:49][cH:50]2)[C:51]2([c:52]3[c:53]([cH:54][c:55]4[c:60]([cH:61]3)[O:59][CH2:58][CH2:57][O:56]4)[O:62][CH2:63]2)[C:64]1=[O:65]>>[CH2:3]([c:4]1[n:5][cH:6][cH:7][cH:8][n:9]1)[N:22]1[C:23](=[O:43])[C:24]2([CH2:25][O:26][c:27]3[cH:28][c:29]4[c:30]([cH:35][c:36]32)[O:31][CH2:32][CH2:33][O:34]4)[c:37]2[cH:38][cH:39][cH:40][cH:41][c:42]21. The reactants are CC[Mg+].[Br-] (EtMgBr), CCOCC (Et2O), O1C(CCCC1)OC[C@@H]1CCC(O1)=O ((5S)-5-((tetrahydro-2H-pyran-2-yloxy)methyl)-dihydrofuran-2(3H)-one). Reagents/catalysts: CC(C)O[Ti](OC(C)C)(OC(C)C)OC(C)C (Ti(OiPr)4). Run in C1CCOC1 (THF). Conditions: temperature 15 celsius, time 1 hour. Product: O[C@@H](CCC1(CC1)O)COC1OCCCC1 (1-((S)-3-hydroxy-4-(tetrahydro-2H-pyran-2-yloxy)butyl)cyclopropanol). Yield: 74.0%. RXN SMILES: [O:1]1[CH2:6][CH2:5][CH2:4][CH2:3][CH:2]1[O:7][CH2:8][C@H:9]1[O:13][C:12](=[O:14])[CH2:11][CH2:10]1.[CH3:15][CH2:16][Mg+].[Br-].CCOCC>C1COCC1.CC(O[Ti](OC(C)C)(OC(C)C)OC(C)C)C>[OH:13][C@H:9]([CH2:8][O:7][CH:2]1[CH2:3][CH2:4][CH2:5][CH2:6][O:1]1)[CH2:10][CH2:11][C:12]1([OH:14])[CH2:16][CH2:15]1 |f:1.2|. Procedure: To a mixture of Ti(OiPr)4 (0.33 mL, 0.001 mol, Ardrich) and (5S)-5-((tetrahydro-2H-pyran-2-yloxy)methyl)-dihydrofuran-2(3H)-one (1.0 g, 0.005 mol) in 18.7 mL of THF was added a solution of 3M EtMgBr in Et2O (4.3 mL, 0.0125 mol, Aldrich) via a syringe over 3 hrs at 15° C. After stirring for additional one hour at 15° C., the reaction was quenched with 20 mL of saturated NH4Cl solution, filtered and extracted with EtOAc (50 mL×2). The combined organic phases were dried over Na2SO4 and concentrated... Starting materials: COc1ccc(P2(=S)SP(=S)(c3ccc(OC)cc3)S2)cc1, Cc1ccccc1, CCC1(CC)OC(=O)N(C)c2ccc(Nc3ccc(F)c(F)c3)cc21. Yields the product CCC1(CC)OC(=S)N(C)c2ccc(Nc3ccc(F)c(F)c3)cc21. RXN SMILES: [CH3:26][O:27][c:28]1[cH:29][cH:30][c:31]([P:32]2(=[S:35])[S:33][P:34]([c:36]3[cH:37][cH:38][c:39]([O:40][CH3:41])[cH:42][cH:43]3)(=[S:44])[S:45]2)[cH:46][cH:47]1.[CH3:48][c:49]1[cH:50][cH:51][cH:52][cH:53][cH:54]1.[F:1][c:2]1[cH:3][c:4]([NH:9][c:10]2[cH:11][cH:12][c:13]3[c:14]([cH:25]2)[C:15]([CH2:21][CH3:22])([CH2:23][CH3:24])[O:16][C:17](=[O:20])[N:18]3[CH3:19])[cH:5][cH:6][c:7]1[F:8]>>[F:1][c:2]1[cH:3][c:4]([NH:9][c:10]2[cH:11][cH:12][c:13]3[c:14]([cH:25]2)[C:15]([CH2:21][CH3:22])([CH2:23][CH3:24])[O:16][C:17](=[S:35])[N:18]3[CH3:19])[cH:5][cH:6][c:7]1[F:8].